This data is from the Open Reaction Database (ORD), a public repository of structured organic reaction records. The task is: describe an organic reaction: reactants, conditions, products, and yield Starting materials: CC#N, CCOC(C)=O, C[Si](C)(C)Cl, [I-], [Na+], [Na+], [Na+], O=C([O-])[O-], O, COc1nccnc1CN1CCC(CCc2cccc3ccoc23)CC1. Yields the product O=c1[nH]ccnc1CN1CCC(CCc2cccc3ccoc23)CC1. Reaction SMILES: [CH3:40][C:41]#[N:42].[CH3:43][CH2:44][O:45][C:46](=[O:47])[CH3:48].[Cl:29][Si:30]([CH3:31])([CH3:32])[CH3:33].[I-:28].[Na+:27].[Na+:34].[Na+:35].[O-:36][C:37](=[O:38])[O-:39].[OH2:49].[o:1]1[cH:2][cH:3][c:4]2[c:5]1[c:6]([CH2:10][CH2:11][CH:12]1[CH2:13][CH2:14][N:15]([CH2:18][c:19]3[c:20]([O:25][CH3:26])[n:21][cH:22][cH:23][n:24]3)[CH2:16][CH2:17]1)[cH:7][cH:8][cH:9]2>>[o:1]1[cH:2][cH:3][c:4]2[c:5]1[c:6]([CH2:10][CH2:11][CH:12]1[CH2:13][CH2:14][N:15]([CH2:18][c:19]3[c:20](=[O:25])[nH:21][cH:22][cH:23][n:24]3)[CH2:16][CH2:17]1)[cH:7][cH:8][cH:9]2. Yields the product CN1CCC(CN2CCN(C(=O)CCc3oc(-n4ccnc4S(C)(=O)=O)nc3-c3ccc(Cl)cc3)CC2)CC1. As a reaction SMILES: [CH2:37]([N:38]=[C:39]=[N:40][CH2:41][CH2:42][CH2:43][N:44]([CH3:45])[CH3:46])[CH3:47].[CH3:48][N:49]1[CH2:50][CH2:51][CH:52]([CH2:55][N:56]2[CH2:57][CH2:58][NH:59][CH2:60][CH2:61]2)[CH2:53][CH2:54]1.[CH3:63][N:64]([CH3:65])[CH:66]=[O:67].[Cl:1][c:2]1[cH:3][cH:4][c:5](-[c:8]2[n:9][c:10](-[n:18]3[c:19]([S:23](=[O:24])(=[O:25])[CH3:26])[n:20][cH:21][cH:22]3)[o:11][c:12]2[CH2:13][CH2:14][C:15](=[O:16])[OH:17])[cH:6][cH:7]1.[OH2:62].[OH:27][n:28]1[c:29]2[n:30][cH:31][cH:32][cH:33][c:34]2[n:35][n:36]1>>[Cl:1][c:2]1[cH:3][cH:4][c:5](-[c:8]2[n:9][c:10](-[n:18]3[c:19]([S:23](=[O:24])(=[O:25])[CH3:26])[n:20][cH:21][cH:22]3)[o:11][c:12]2[CH2:13][CH2:14][C:15](=[O:17])[N:59]2[CH2:58][CH2:57][N:56]([CH2:55][CH:52]3[CH2:51][CH2:50][N:49]([CH3:48])[CH2:54][CH2:53]3)[CH2:61][CH2:60]2)[cH:6][cH:7]1. The reactants are CCN=C=NCCCN(C)C, CN1CCC(CN2CCNCC2)CC1, CN(C)C=O, CS(=O)(=O)c1nccn1-c1nc(-c2ccc(Cl)cc2)c(CCC(=O)O)o1, O, On1nnc2cccnc21. Reactants: C1(=CC=CC=C1)N1C=CC=C1 (1-Phenylpyrrole), O.N1C(=O)NC(=O)C(=O)C1=O (alloxan hydrate), O.N1C(=O)NC(=O)C(=O)C1=O (alloxan hydrate), Cl (Hydrochloric acid). Solvent: C(C)O (ethanol). Yields the product OC1(C(NC(NC1=O)=O)=O)C=1N(C=CC1)C1=CC=CC=C1 (5-Hydroxy-5-(1-phenyl-2-pyrrolyl)-2,4,6-(1H,3H,5H)pyrimidinetrione). Isolated yield 80.6%. Reaction SMILES: [C:1]1([N:7]2[CH:11]=[CH:10][CH:9]=[CH:8]2)[CH:6]=[CH:5][CH:4]=[CH:3][CH:2]=1.O.[NH:13]1[C:21](=[O:22])[C:19](=[O:20])[C:17](=[O:18])[NH:16][C:14]1=[O:15].Cl>C(O)C>[OH:20][C:19]1([C:8]2[N:7]([C:1]3[CH:6]=[CH:5][CH:4]=[CH:3][CH:2]=3)[CH:11]=[CH:10][CH:9]=2)[C:17](=[O:18])[NH:16][C:14](=[O:15])[NH:13][C:21]1=[O:22] |f:1.2|. Procedure details: 1-Phenylpyrrole (1.4 g., 0.01 mole), alloxan hydrate (1.6 g., 0.01 mole) and 50 ml. of ethanol were combined and refluxed for 15 minutes. No reaction was noted by tlc. 1 N Hydrochloric acid (10 ml., 0.01 mole) was added and the acidified mixture refluxed for 15 minutes. Incomplete reaction was noted by tlc. A second portion of alloxan hydrate (1.6 g., 0.01 mole) was added and the mixture refluxed another 15 minutes, cooled and evaporated to dryness. Trituration of the residue with water gave tit... The reactants are COC=1C=C(C=O)C=C(C1OC)OC (3,4,5-trimethoxybenzaldehyde), [Cl-].[NH4+] (ammonium chloride), C(CCC)[Li] (n-butyllithium), O1C(CCCC1)OCC#C (3-[(tetrahydro-2H-pyran-2-yl)oxy]1-propyne). The solvent is O1CCCC1 (tetrahydrofuran), CCOCC (ether), O1CCCC1 (tetrahydrofuran). Run at time 30 minute. The product is OCC#CC(=O)C1=CC(=C(C(=C1)OC)OC)OC (4-hydroxy 1-(3,4,5 -trimethoxyphenyl)-2-butyn- 1-one). As a reaction SMILES: C([Li])CCC.[O:6]1CC[CH2:9][CH2:8][CH:7]1OCC#C.[CH3:16][O:17][C:18]1[CH:19]=[C:20]([CH:23]=[C:24]([O:28][CH3:29])[C:25]=1[O:26][CH3:27])[CH:21]=[O:22].[Cl-].[NH4+]>O1CCCC1.CCOCC>[OH:6][CH2:7][C:8]#[C:9][C:21]([C:20]1[CH:23]=[C:24]([O:28][CH3:29])[C:25]([O:26][CH3:27])=[C:18]([O:17][CH3:16])[CH:19]=1)=[O:22] |f:3.4|. Reported procedure: 44.6 ml of n-butyllithium solution (1.6M in hexane) were added to a solution of 10.0 g (71.3 mmol) of 3-[(tetrahydro-2H-pyran-2-yl)oxy]1-propyne in 150 ml of absolute tetrahydrofuran at -78° . The reaction mixture was stirred at -40° for 30 minutes and then treated with 14.0 g (71.3 mmol) of 3,4,5-trimethoxybenzaldehyde in 50 ml of tetrahydrofuran. The reaction mixture was subsequently stirred at 0° for 1 hour and then treated with 100 ml of saturated ammonium chloride solution and 200 ml of eth...